Dataset: the Open Reaction Database (ORD), a public repository of structured organic reaction records. Task: describe an organic reaction: reactants, conditions, products, and yield The reactants are CCO, CSc1ccc(-c2cnc(N)cn2)c(F)c1, O=N[O-], [Na+], [Na+], [OH-], O=S(=O)(O)O. Product: CSc1ccc(-c2cnc(O)cn2)c(F)c1. RXN SMILES: [CH3:28][CH2:29][OH:30].[F:5][c:6]1[c:7](-[c:14]2[n:15][cH:16][c:17]([NH2:20])[n:18][cH:19]2)[cH:8][cH:9][c:10]([S:12][CH3:13])[cH:11]1.[N:1]([O-:2])=[O:3].[Na+:22].[Na+:4].[OH-:21].[S:23](=[O:24])(=[O:25])([OH:26])[OH:27]>>[F:5][c:6]1[c:7](-[c:14]2[n:15][cH:16][c:17]([OH:21])[n:18][cH:19]2)[cH:8][cH:9][c:10]([S:12][CH3:13])[cH:11]1. The reactants are BrCCCCCCBr, CC1(C)OCc2cc(C3CNC(=O)O3)ccc2O1, [H-], [Na+], O=P([O-])([O-])[O-], CN(C)C=O, O. Yields the product CC1(C)OCc2cc(C3CN(CCCCCCBr)C(=O)O3)ccc2O1. Reaction SMILES: [Br:19][CH2:20][CH2:21][CH2:22][CH2:23][CH2:24][CH2:25][Br:26].[CH3:1][C:2]1([CH3:18])[O:3][CH2:4][c:5]2[c:6]([cH:8][cH:9][c:10]([CH:12]3[CH2:13][NH:14][C:15](=[O:17])[O:16]3)[cH:11]2)[O:7]1.[H-:27].[Na+:28].[O-:29][P:30](=[O:31])([O-:32])[O-:33].[O:34]=[CH:35][N:36]([CH3:37])[CH3:38].[OH2:39]>>[CH3:1][C:2]1([CH3:18])[O:3][CH2:4][c:5]2[c:6]([cH:8][cH:9][c:10]([CH:12]3[CH2:13][N:14]([CH2:25][CH2:24][CH2:23][CH2:22][CH2:21][CH2:20][Br:19])[C:15](=[O:17])[O:16]3)[cH:11]2)[O:7]1. The reactants are polyphosphoric acid, microsized salt, CO (methanol), ClC1=CC=C(NC2=C(C(=O)O)C=C(C(=C2)C(=O)O)NC2=CC=C(C=C2)Cl)C=C1 (2,5-di(4-chloroanilino)terephthalic acid), P(O)(O)(O)=O (phosphoric acid), glycol. The reagents and catalysts are C(C)NN(S(=O)(=O)C1=C(C=C2C=CC=C3C4=CC=CC5=CC=CC(C1=C23)=C45)CCC)NCC (N,N-diethylaminopropyl perylenesulfonamide). The solvent is O (water). Reaction conditions: temperature 113 celsius, time 3 hour. Yields the product C1=CC2=C(C=C1Cl)C(=O)C3=CC4=C(C=C3N2)C(=O)C5=C(N4)C=CC(=C5)Cl (2,9-dichloroquinacridone). Yield: 94.1%. RXN SMILES: [Cl:1][C:2]1[CH:28]=[CH:27][C:5]([NH:6][C:7]2[CH:15]=[C:14]([C:16]([OH:18])=O)[C:13]([NH:19][C:20]3[CH:25]=[CH:24][C:23]([Cl:26])=[CH:22][CH:21]=3)=[CH:12][C:8]=2[C:9]([OH:11])=O)=[CH:4][CH:3]=1.P(=O)(O)(O)O.CO>O.C(NN(NCC)S(C1C2=C3C(C4C5C(=CC=CC2=5)C=CC=4)=CC=CC3=CC=1CCC)(=O)=O)C>[CH:3]1[C:2]([Cl:1])=[CH:28][C:27]2[C:9]([C:8]3[C:7]([NH:6][C:5]=2[CH:4]=1)=[CH:15][C:14]1[C:16]([C:21]2[CH:22]=[C:23]([Cl:26])[CH:24]=[CH:25][C:20]=2[NH:19][C:13]=1[CH:12]=3)=[O:18])=[O:11]. Procedure: To 300 g of polyphosphoric acid (117% phosphoric acid) heated at 80° C. was added 0.5 g N,N-diethylaminopropyl perylenesulfonamide (prepared according to U.S. Pat. No. 4,310,359) followed by 50 g of 2,5-di(4-chloroanilino)terephthalic acid added over a period of 40 minutes, the temperature being maintained below 110° C. by adjustment of the addition rate. The mixture was heated at 113° C. for 4.5 hours. After the melt was cooled to 92° C., the acid strength was adjusted to 111% by the dropwise a... Reactants: CC(=O)Oc1c(C(C)C)cc(NC(=O)Nc2cnc3c(C)cc(C)cc3c2-c2ccccc2Cl)cc1C(C)C, CO. Product: Cc1cc(C)c2ncc(NC(=O)Nc3cc(C(C)C)c(O)c(C(C)C)c3)c(-c3ccccc3Cl)c2c1. RXN SMILES: [C:1](=[O:2])([CH3:3])[O:4][c:5]1[c:6]([CH:37]([CH3:38])[CH3:39])[cH:7][c:8]([NH:14][C:15]([NH:16][c:17]2[cH:18][n:19][c:20]3[c:21]([CH3:35])[cH:22][c:23]([CH3:34])[cH:24][c:25]3[c:26]2-[c:27]2[c:28]([Cl:33])[cH:29][cH:30][cH:31][cH:32]2)=[O:36])[cH:9][c:10]1[CH:11]([CH3:12])[CH3:13].[CH3:40][OH:41]>>[OH:4][c:5]1[c:6]([CH:37]([CH3:38])[CH3:39])[cH:7][c:8]([NH:14][C:15]([NH:16][c:17]2[cH:18][n:19][c:20]3[c:21]([CH3:35])[cH:22][c:23]([CH3:34])[cH:24][c:25]3[c:26]2-[c:27]2[c:28]([Cl:33])[cH:29][cH:30][cH:31][cH:32]2)=[O:36])[cH:9][c:10]1[CH:11]([CH3:12])[CH3:13]. Starting materials: ClCCl, O=[Cr](=O)([O-])Cl, Cc1cc(CO)cc(NC(=O)OC(C)(C)C)c1, c1cc[nH+]cc1. Yields the product Cc1cc(C=O)cc(NC(=O)OC(C)(C)C)c1. RXN SMILES: [Cl:29][CH2:30][Cl:31].[O:1]=[Cr:2]([Cl:3])([O-:4])=[O:5].[OH:12][CH2:13][c:14]1[cH:15][c:16]([NH:21][C:22]([O:23][C:24]([CH3:25])([CH3:26])[CH3:27])=[O:28])[cH:17][c:18]([CH3:20])[cH:19]1.[nH+:6]1[cH:7][cH:8][cH:9][cH:10][cH:11]1>>[O:12]=[CH:13][c:14]1[cH:15][c:16]([NH:21][C:22]([O:23][C:24]([CH3:25])([CH3:26])[CH3:27])=[O:28])[cH:17][c:18]([CH3:20])[cH:19]1. Reactants: CN(CCCOC1=C(C=C(C=C1)N)C=1N(N=CC1)C)C (4-(3-dimethylamino-propoxy)-3-(2-methyl-2H-pyrazol-3-yl)-phenylamine), C1(=CC=CC=C1)N=C=O (phenyl isocyanate). Solvent: C(Cl)Cl (CH2Cl2). Run at time 2 hour. The product is CN(CCCOC1=C(C=C(C=C1)NC(=O)NC1=CC=CC=C1)C=1N(N=CC1)C)C (1-[4-(3-Dimethylamino-propoxy)-3-(2-methyl-2H-pyrazol-3-yl)-phenyl]-3-phenyl-urea). Isolated yield 69.4%. RXN SMILES: [CH3:1][N:2]([CH3:20])[CH2:3][CH2:4][CH2:5][O:6][C:7]1[CH:12]=[CH:11][C:10]([NH2:13])=[CH:9][C:8]=1[C:14]1[N:15]([CH3:19])[N:16]=[CH:17][CH:18]=1.[C:21]1([N:27]=[C:28]=[O:29])[CH:26]=[CH:25][CH:24]=[CH:23][CH:22]=1>C(Cl)Cl>[CH3:20][N:2]([CH3:1])[CH2:3][CH2:4][CH2:5][O:6][C:7]1[CH:12]=[CH:11][C:10]([NH:13][C:28]([NH:27][C:21]2[CH:26]=[CH:25][CH:24]=[CH:23][CH:22]=2)=[O:29])=[CH:9][C:8]=1[C:14]1[N:15]([CH3:19])[N:16]=[CH:17][CH:18]=1. Procedure details: To a solution of 4-(3-dimethylamino-propoxy)-3-(2-methyl-2H-pyrazol-3-yl)-phenylamine (45.6 mg, 0.166 mmol) in CH2Cl2 (2 mL) was added phenyl isocyanate (0.20 μL, 0.184 mmol) and stirred for two hours. The resulting material was purified by solid phase extraction (SCX, 1 gram cartridge), eluting with methanol (30 mL) followed by 2M NH3 in methanol (30 mL). The NH3 containing fractions were dried in vacuo to afford Compound 145 as a colorless solid (45.3 mg, 69%). LCMS m/z (%)=394 (M+H, 100), 1H ...